From a dataset of the Open Reaction Database (ORD), a public repository of structured organic reaction records. describe an organic reaction: reactants, conditions, products, and yield Procedure details: To a mixture of norketamine (0.05 g, 0.22 mmol) in anhydrous toluene (2 mL) and Na2CO3 (0.082 g) was added a solution of para-nitrophenyl chloroformate (0.129 g, 0.64 mmol) in anhydrous toluene (2 mL). After heating for 8 hours at 85° C., the reaction mixture was cooled to room temperature and filtered. Toluene was evaporated under vacuum and the reaction mixture was diluted with dichloromethane (DCM). The DCM layer was washed 6 times with 50% aqueous NaHCO3 solution to remove the para-nitrophen... The reactants are C=1C=CC(=C(C1)C2(CCCCC2=O)N)Cl (norketamine), C(=O)([O-])[O-].[Na+].[Na+] (Na2CO3), ClC(=O)OC1=CC=C(C=C1)[N+](=O)[O-] (para-nitrophenyl chloroformate). Reaction conditions: temperature 85 celsius. RXN SMILES: [CH:1]1[CH:2]=[CH:3][C:4]([Cl:15])=[C:5]([C:7]2([NH2:14])[C:12](=[O:13])[CH2:11][CH2:10][CH2:9][CH2:8]2)[CH:6]=1.[C:16]([O-:19])([O-])=[O:17].[Na+].[Na+].ClC([O:25][C:26]1[CH:31]=[CH:30][C:29]([N+:32]([O-:34])=[O:33])=[CH:28][CH:27]=1)=O>C1(C)C=CC=CC=1>[N+:32]([C:29]1[CH:30]=[CH:31][C:26]([O:25][NH:14][C:16](=[O:17])[O-:19])=[CH:27][CH:28]=1)([O-:34])=[O:33].[CH:1]1[CH:2]=[CH:3][C:4]([Cl:15])=[C:5]([C:7]2([NH2:14])[C:12](=[O:13])[CH2:11][CH2:10][CH2:9][CH2:8]2)[CH:6]=1 |f:1.2.3|. Run in C1(=CC=CC=C1)C (toluene), C1(=CC=CC=C1)C (toluene). Yields the product [N+](=O)([O-])C1=CC=C(ONC([O-])=O)C=C1 (para-nitrophenoxycarbamate), C=1C=CC(=C(C1)C2(CCCCC2=O)N)Cl (norketamine). Starting materials: CC(C)(C)C(=O)Cl, [Na+], [Na+], O=C([O-])[O-], O, CN1CCCC1Cc1cccc(O)c1, c1ccncc1. Yields the product CN1CCCC1Cc1cccc(OC(=O)C(C)(C)C)c1. Reaction SMILES: [C:15]([C:16]([CH3:17])([CH3:18])[CH3:19])(=[O:20])[Cl:21].[Na+:23].[Na+:24].[O-:25][C:26](=[O:27])[O-:28].[OH2:22].[OH:1][c:2]1[cH:3][c:4]([CH2:5][CH:6]2[N:7]([CH3:11])[CH2:8][CH2:9][CH2:10]2)[cH:12][cH:13][cH:14]1.[cH:29]1[cH:30][cH:31][n:32][cH:33][cH:34]1>>[O:1]([c:2]1[cH:3][c:4]([CH2:5][CH:6]2[N:7]([CH3:11])[CH2:8][CH2:9][CH2:10]2)[cH:12][cH:13][cH:14]1)[C:15]([C:16]([CH3:17])([CH3:18])[CH3:19])=[O:20].